Task: describe an organic reaction: reactants, conditions, products, and yield. Dataset: the Open Reaction Database (ORD), a public repository of structured organic reaction records Reactants: CC(=O)O, CO, CCOC(C)=O, CO, CO, CC(O)C(N)C(=O)O, Cl, Cl. The product is COC(=O)C(N)C(C)O. Reaction SMILES: [C:23]([OH:24])(=[O:25])[CH3:26].[CH3:13][OH:14].[CH3:15][CH2:16][O:17][C:18]([CH3:19])=[O:20].[CH3:21][OH:22].[CH3:2][OH:3].[CH3:4][CH:5]([OH:6])[CH:7]([NH2:8])[C:9]([OH:10])=[O:11].[ClH:12].[ClH:1]>>[CH3:2][O:11][C:9]([CH:7]([CH:5]([CH3:4])[OH:6])[NH2:8])=[O:10].